Task: describe an organic reaction: reactants, conditions, products, and yield. Dataset: the Open Reaction Database (ORD), a public repository of structured organic reaction records Reactants: N(=[N+]=[N-])CCOCCOCCOCCN (11-azido-3,6,9-trioxaundecanamine), C1(COCC(=O)O1)=O (diglycolic anhydride), C(C)#N (acetonitrile), O (water). Run in ClCCl (dichloromethane). Reaction conditions: time 8 hour. Product: N(=[N+]=[N-])CCOCCOCCOCCNC(COCC(=O)O)=O (17-Azido-5-oxo-6-aza-3,9,12,15-tetraoxaheptadecanoic acid). Reaction SMILES: [N:1]([CH2:4][CH2:5][O:6][CH2:7][CH2:8][O:9][CH2:10][CH2:11][O:12][CH2:13][CH2:14][NH2:15])=[N+:2]=[N-:3].[C:16]1(=[O:23])[O:22][C:20](=[O:21])[CH2:19][O:18][CH2:17]1.O.C(#N)C>ClCCl>[N:1]([CH2:4][CH2:5][O:6][CH2:7][CH2:8][O:9][CH2:10][CH2:11][O:12][CH2:13][CH2:14][NH:15][C:20](=[O:21])[CH2:19][O:18][CH2:17][C:16]([OH:23])=[O:22])=[N+:2]=[N-:3]. Procedure: To a solution of 11-azido-3,6,9-trioxaundecanamine (10.9 g, 50.0 mmol) in dichloromethane (100 ml) was added diglycolic anhydride (6.38 g, 55.0 mmol). The reaction mixture was stirred overnight. HPLC analysis (column Vydac 218TP54; solvents: A=water/0.1% TFA and B=acetonitrile/0.1% TFA; gradient 4-16% B over 20 min; flow 1.0 ml/min; UV detection at 214 and 284 nm), showed complete conversion of starting material to a product with retention time 18.3 min. The solution was concentrated to give qua... As a reaction SMILES: [CH2:24]([CH3:25])[N:26]([C:27]([CH:28]([N:29]1[CH2:30][CH2:31][NH:32][CH2:33][CH2:34]1)[c:35]1[cH:36][cH:37][cH:38][cH:39][cH:40]1)=[O:41])[CH2:42][CH3:43].[CH3:44][C:45]([CH3:46])([O-:47])[CH3:48].[CH3:50][c:51]1[cH:52][cH:53][cH:54][cH:55][cH:56]1.[Cl:1][c:2]1[c:3]([F:23])[cH:4][c:5]([CH2:8][C:9](=[O:10])[N:11]2[CH:12]([c:17]3[cH:18][cH:19][cH:20][cH:21][cH:22]3)[CH2:13][CH2:14][CH2:15][CH2:16]2)[cH:6][cH:7]1.[Na+:49].[O:59]=[C:60]([CH:61]=[CH:62][c:63]1[cH:64][cH:65][cH:66][cH:67][cH:68]1)[CH:69]=[CH:70][c:71]1[cH:72][cH:73][cH:74][cH:75][cH:76]1.[O:77]=[C:78]([CH:79]=[CH:80][c:81]1[cH:82][cH:83][cH:84][cH:85][cH:86]1)[CH:87]=[CH:88][c:89]1[cH:90][cH:91][cH:92][cH:93][cH:94]1.[O:95]=[C:96]([CH:97]=[CH:98][c:99]1[cH:100][cH:101][cH:102][cH:103][cH:104]1)[CH:105]=[CH:106][c:107]1[cH:108][cH:109][cH:110][cH:111][cH:112]1.[Pd:57].[Pd:58]>>[c:2]1([N:32]2[CH2:31][CH2:30][N:29]([CH:28]([C:27]([N:26]([CH2:24][CH3:25])[CH2:42][CH3:43])=[O:41])[c:35]3[cH:36][cH:37][cH:38][cH:39][cH:40]3)[CH2:34][CH2:33]2)[c:3]([F:23])[cH:4][c:5]([CH2:8][C:9](=[O:10])[N:11]2[CH:12]([c:17]3[cH:18][cH:19][cH:20][cH:21][cH:22]3)[CH2:13][CH2:14][CH2:15][CH2:16]2)[cH:6][cH:7]1. The product is CCN(CC)C(=O)C(c1ccccc1)N1CCN(c2ccc(CC(=O)N3CCCCC3c3ccccc3)cc2F)CC1. Reactants: CCN(CC)C(=O)C(c1ccccc1)N1CCNCC1, CC(C)(C)[O-], Cc1ccccc1, O=C(Cc1ccc(Cl)c(F)c1)N1CCCCC1c1ccccc1, [Na+], O=C(C=Cc1ccccc1)C=Cc1ccccc1, O=C(C=Cc1ccccc1)C=Cc1ccccc1, O=C(C=Cc1ccccc1)C=Cc1ccccc1, [Pd], [Pd]. Reactants: C(CC)C(CO)CO (2-propylpropane-1,3-diol), C(CCCC)C1=NC=C(C=C1)C1=CC=C(S1)C=O (5-(2-pentyl-5-pyridyl)-2-formyl-thiophene), C(CCCC)C1=NC=C(C=C1)C1=CC=CS1 (5-(2-pentyl-5-pyridyl)-thiophene), C1(=CC=C(C=C1)S(=O)(=O)O)C (p-toluenesulfonic acid). The solvent is C1(=CC=CC=C1)C (toluene), O (water). Conditions: time 3 hour. Yields the product C(CCCC)C1=NC=C(C=C1)C1=CC=C(S1)[C@@H]1OC[C@H](CO1)CCC (5-(2-Pentyl-5-pyridyl)-2-(trans-5-propyl-1,3-dioxan-2-yl)-thiophene). As a reaction SMILES: [CH2:1]([CH:4]([CH2:7][OH:8])[CH2:5][OH:6])[CH2:2][CH3:3].[CH2:9]([C:14]1[CH:19]=[CH:18][C:17]([C:20]2[S:24][C:23]([CH:25]=O)=[CH:22][CH:21]=2)=[CH:16][N:15]=1)[CH2:10][CH2:11][CH2:12][CH3:13].C(C1C=CC(C2SC=CC=2)=CN=1)CCCC.C1(C)C=CC(S(O)(=O)=O)=CC=1>O.C1(C)C=CC=CC=1>[CH2:9]([C:14]1[CH:19]=[CH:18][C:17]([C:20]2[S:24][C:23]([C@H:25]3[O:8][CH2:7][C@H:4]([CH2:1][CH2:2][CH3:3])[CH2:5][O:6]3)=[CH:22][CH:21]=2)=[CH:16][N:15]=1)[CH2:10][CH2:11][CH2:12][CH3:13]. Reported procedure: A mixture of 1.2 g of 2-propylpropane-1,3-diol, 2.59 g of 5-(2-pentyl-5-pyridyl)-2-formyl-thiophene (obtainable by formylation of 5-(2-pentyl-5-pyridyl)-thiophene via a Vilsmeier reaction), 0.01 g of p-toluenesulfonic acid and 15 ml of toluene is boiled for 3 hours, using a water separator, cooled, washed with water and evaporated. 5-(2-Pentyl-5-pyridyl)-2-(trans-5-propyl-1,3-dioxan-2-yl)-thiophene is obtained. Reactants: C1CCOC1, COC(=O)CCC(C(N)=O)N1Cc2c(O)cccc2C1=O, CC(C)OC(=O)N=NC(=O)OC(C)C, OCc1ccc2nccn2c1. Reaction SMILES: [CH2:47]1[O:48][CH2:49][CH2:50][CH2:51]1.[NH2:15][C:16]([CH:17]([CH2:18][CH2:19][C:20](=[O:21])[O:22][CH3:23])[N:24]1[C:25](=[O:34])[c:26]2[cH:27][cH:28][cH:29][c:30]([OH:33])[c:31]2[CH2:32]1)=[O:35].[O:1]=[C:2]([O:3][CH:4]([CH3:5])[CH3:6])[N:7]=[N:8][C:9]([O:10][CH:11]([CH3:12])[CH3:13])=[O:14].[n:36]1[cH:37][cH:38][n:39]2[c:40]1[cH:41][cH:42][c:43]([CH2:45][OH:46])[cH:44]2>>[NH2:15][C:16]([CH:17]([CH2:18][CH2:19][C:20](=[O:21])[O:22][CH3:23])[N:24]1[C:25](=[O:34])[c:26]2[cH:27][cH:28][cH:29][c:30]([O:33][CH2:45][c:43]3[cH:42][cH:41][c:40]4[n:36][cH:37][cH:38][n:39]4[cH:44]3)[c:31]2[CH2:32]1)=[O:35]. Product: COC(=O)CCC(C(N)=O)N1Cc2c(OCc3ccc4nccn4c3)cccc2C1=O. Starting materials: N1CCOCC1 (morpholine), C(C)(=O)O (acetic acid), [BH4-].[Na+] (sodium borohydride), N1N=C(C2=CC=CC=C12)/C=C/C1=C(C=CC=C1)N1C=C(C=C1)C=O ((E)-1-{2-[2-(1H-indazol-3-yl)vinyl]phenyl}-1H-pyrrole-3-carbaldehyde). The solvent is ClC(C)Cl (dichloroethane). Conditions: time 30 minute. Yields the product N1(CCOCC1)CC1=CN(C=C1)C1=C(C=CC=C1)/C=C/C1=NNC2=CC=CC=C12 ((E)-3-{2-[2-(3-morpholin-4-ylmethylpyrrol-1-yl)phenyl]vinyl}-1H-indazole). The yield is 40.0%. As a reaction SMILES: [NH:1]1[C:9]2[C:4](=[CH:5][CH:6]=[CH:7][CH:8]=2)[C:3](/[CH:10]=[CH:11]/[C:12]2[CH:17]=[CH:16][CH:15]=[CH:14][C:13]=2[N:18]2[CH:22]=[CH:21][C:20]([CH:23]=O)=[CH:19]2)=[N:2]1.[NH:25]1[CH2:30][CH2:29][O:28][CH2:27][CH2:26]1.C(O)(=O)C.[BH4-].[Na+]>ClC(Cl)C>[N:25]1([CH2:23][C:20]2[CH:21]=[CH:22][N:18]([C:13]3[CH:14]=[CH:15][CH:16]=[CH:17][C:12]=3/[CH:11]=[CH:10]/[C:3]3[C:4]4[C:9](=[CH:8][CH:7]=[CH:6][CH:5]=4)[NH:1][N:2]=3)[CH:19]=2)[CH2:30][CH2:29][O:28][CH2:27][CH2:26]1 |f:3.4|. Procedure details: Compound 167 (0.08 g, 0.26 mmol) was dissolved in dichloroethane (2.0 mL) and the solution was added with morpholine (67 μL, 0.77 mmol), acetic acid (84 μL, 0.77 mmol) and sodium borohydride (0.16 g, 0.77 mmol) followed by stirring at room temperature for 30 minutes. The reaction mixture was extracted with ethyl acetate, the organic layer was concentrated and the residue was purified by silica gel column chromatography (chloroform/methanol=9/1) to obtain Compound 182 (0.04 g, 41%).